This data is from the Open Reaction Database (ORD), a public repository of structured organic reaction records. The task is: describe an organic reaction: reactants, conditions, products, and yield The reactants are C(C(C)C)(=O)C#N (isobutyryl cyanide), ClCCCC(=O)C#N (4-chlorobutyryl cyanide). Yields the product ClCCCC(C(=O)N)=O (5-chloro-2-oxovaleramide). Yield: 87.0%. RXN SMILES: C(C#N)(=[O:5])C(C)C.[Cl:8][CH2:9][CH2:10][CH2:11][C:12]([C:14]#[N:15])=[O:13]>>[Cl:8][CH2:9][CH2:10][CH2:11][C:12](=[O:13])[C:14]([NH2:15])=[O:5]. Reported procedure: The procedure was the same as that described in Example 1 except that instead of isobutyryl cyanide there were employed 131.5 grams (1.0 mole) of 4-chlorobutyryl cyanide. After recrystallization from water there were isolated 130 grams (87% of theory) of 5-chloro-2-oxovaleramide having a melting point of 87° C. Reactants: [OH-].[Na+] (sodium hydroxide), C([O-])([O-])=O.[K+].[K+] (potassium carbonate), resultant mixture, ice water, NC[C@@H]1CC[C@H](CC1)C(NC1=CC=NC=C1)=O (trans-4-aminomethyl-1-(4-pyridylcarbamoyl)cyclohexane), C(C)(=O)OC(C)=O (acetic anhydride). Run in C(Cl)(Cl)Cl (chloroform), O (water), C(=O)O (formic acid). The product is C(C(=O)O)(=O)O.C(=O)NC[C@@H]1CC[C@H](CC1)C(NC1=CC=NC=C1)=O (trans-4-formamidomethyl-1-(4-pyridylcarbamoyl)cyclohexane oxalate). As a reaction SMILES: [NH2:1][CH2:2][C@H:3]1[CH2:8][CH2:7][C@H:6]([C:9](=[O:17])[NH:10][C:11]2[CH:16]=[CH:15][N:14]=[CH:13][CH:12]=2)[CH2:5][CH2:4]1.[C:18]([O:21]C(=O)C)(=[O:20])C.[C:25](=[O:28])([O-:27])[O-:26].[K+].[K+].[OH-].[Na+]>C(Cl)(Cl)Cl.O.C(O)=O>[C:18]([OH:21])(=[O:20])[C:25]([OH:27])=[O:28].[CH:25]([NH:1][CH2:2][C@H:3]1[CH2:8][CH2:7][C@H:6]([C:9](=[O:17])[NH:10][C:11]2[CH:16]=[CH:15][N:14]=[CH:13][CH:12]=2)[CH2:5][CH2:4]1)=[O:26] |f:2.3.4,5.6,10.11|. Reported procedure: A mixture of 2.33 g of trans-4-aminomethyl-1-(4-pyridylcarbamoyl)cyclohexane, 15 ml of 99% formic acid and 18 ml of acetic anhydride was stirred and then an exothermic reaction occurred by 36° C. After refluxing for 10.5 hours, the resultant mixture was poured into ice-water and alkalized with potassium carbonate and an aqueous solution of concentrated sodium hydroxide. To the precipitated water substance was added chloroform. The obtained crystals were collected by filtration, washed with water... Reactants: CN=C=O, Cc1ccccc1, NC(=O)C(CC1CCCC1)c1ccc(Cl)c(Cl)c1. Yields the product CNC(=O)NC(=O)C(CC1CCCC1)c1ccc(Cl)c(Cl)c1. As a reaction SMILES: [CH3:19][N:20]=[C:21]=[O:22].[CH3:23][c:24]1[cH:25][cH:26][cH:27][cH:28][cH:29]1.[CH:1]1([CH2:6][CH:7]([C:8](=[O:9])[NH2:10])[c:11]2[cH:12][c:13]([Cl:18])[c:14]([Cl:17])[cH:15][cH:16]2)[CH2:2][CH2:3][CH2:4][CH2:5]1>>[CH:1]1([CH2:6][CH:7]([C:8](=[O:9])[NH:10][C:21]([NH:20][CH3:19])=[O:22])[c:11]2[cH:12][c:13]([Cl:18])[c:14]([Cl:17])[cH:15][cH:16]2)[CH2:2][CH2:3][CH2:4][CH2:5]1. RXN SMILES: [I:1][C:2]1[CH:3]=[C:4]([CH:9]=[CH:10][CH:11]=1)[C:5]([NH:7][NH2:8])=O.COC1C=CC(P2(SP(C3C=CC(OC)=CC=3)(=S)S2)=[S:21])=CC=1>C1(C)C=CC=CC=1>[I:1][C:2]1[CH:3]=[C:4]([CH:9]=[CH:10][CH:11]=1)[C:5]([NH:7][NH2:8])=[S:21]. The reactants are IC=1C=C(C(=O)NN)C=CC1 (3-iodobenzohydrazide), COC=1C=CC(=CC1)P2(=S)SP(=S)(S2)C=3C=CC(=CC3)OC (Lawesson's reagent). Reported procedure: 3-Iodobenzohydrazide (500 mg, 1.91 mmol) obtained in Step 1 of Example 52 was suspended in toluene (10 mL), and the mixture was refluxed for 1 hour after adding Lawesson's reagent (772 mg, 1.91 mmol). The mixture was then purified by silica gel column chromatography to give 3-iodothiobenzohydrazide (391 mg, 74%). The yield is 73.6%. The product is IC=1C=C(C(=S)NN)C=CC1 (3-iodothiobenzohydrazide). Solvent: C1(=CC=CC=C1)C (toluene). Reactants: C(C)C=1SC(=C(N1)C1=CC=C(C=C1)F)C1=CC=[N+](C=C1)[O-] (4-[2-ethyl-4-(4-fluorophenyl)-1,3-thiazol-5-yl]pyridine 1-oxide), P(=O)(Cl)(Cl)Cl (phosphoryl chloride). Reaction conditions: time 8 hour. Yields the product ClC1=NC=CC(=C1)C1=C(N=C(S1)CC)C1=CC=C(C=C1)F (2-Chloro-4-[2-ethyl-4-(4-fluorophenyl)-1,3-thiazol-5-yl]pyridine). RXN SMILES: [CH2:1]([C:3]1[S:4][C:5]([C:15]2[CH:20]=[CH:19][N+:18]([O-])=[CH:17][CH:16]=2)=[C:6]([C:8]2[CH:13]=[CH:12][C:11]([F:14])=[CH:10][CH:9]=2)[N:7]=1)[CH3:2].P(Cl)(Cl)([Cl:24])=O>>[Cl:24][C:19]1[CH:20]=[C:15]([C:5]2[S:4][C:3]([CH2:1][CH3:2])=[N:7][C:6]=2[C:8]2[CH:13]=[CH:12][C:11]([F:14])=[CH:10][CH:9]=2)[CH:16]=[CH:17][N:18]=1. Procedure details: A mixture of 1.90 g (6.33 mmol) of 4-[2-ethyl-4-(4-fluorophenyl)-1,3-thiazol-5-yl]pyridine 1-oxide and 40 ml of phosphoryl chloride is heated under reflux. After 8 h, the reaction mixture is concentrated under reduced pressure, the residue is taken up in 150 ml of dichloromethane and 50 ml of ice-water are added. The organic phase is separated off and once more washed with 50 ml of water, dried over MgSO4 and freed from the solvent under reduced pressure. The residue is then purified by column c...